Dataset: the Open Reaction Database (ORD), a public repository of structured organic reaction records. Task: describe an organic reaction: reactants, conditions, products, and yield Reactants: Cl (hydrochloric acid), OC=1C=C(C=O)C=CC1O (3,4-dihydroxybenzaldehyde), Example 5-1, C([O-])([O-])=O.[K+].[K+] (potassium carbonate), CC1=CC=C(C=C1)S(=O)(=O)OCCCF (3-fluoropropyl 4-methylbenzenesulfonate). Solvent: O (water), C(C)(=O)OCC (ethyl acetate), CN(C=O)C (N,N-dimethylformamide). Reaction conditions: temperature 0 celsius, time 37 hour. Yields the product FCCCOC1=C(C=C(C=O)C=C1)O (4-(3-Fluoropropoxy)-3-hydroxybenzaldehyde). The yield is 50.0%. RXN SMILES: [OH:1][C:2]1[CH:3]=[C:4]([CH:7]=[CH:8][C:9]=1[OH:10])[CH:5]=[O:6].C(=O)([O-])[O-].[K+].[K+].CC1C=CC(S(O[CH2:28][CH2:29][CH2:30][F:31])(=O)=O)=CC=1.Cl>CN(C)C=O.O.C(OCC)(=O)C>[F:31][CH2:30][CH2:29][CH2:28][O:10][C:9]1[CH:8]=[CH:7][C:4]([CH:5]=[O:6])=[CH:3][C:2]=1[OH:1] |f:1.2.3|. Reported procedure: Commercially available 3,4-dihydroxybenzaldehyde (6.5 g, 47.1 mmol) and potassium carbonate (6.83 g, 49.4 mmol) were suspended in N,N-dimethylformamide (30 mL), then 3-fluoropropyl 4-methylbenzenesulfonate described in Production Example 5-1 (11.3 g, 48.4 mmol) was added under nitrogen atmosphere at loom temperature, and the mixture was stirred for 37 hours. The mixture was cooled to 0° C. and then 2 M hydrochloric acid, ethyl acetate, and water were added for partition. The organic layer was wa...